The task is: describe an organic reaction: reactants, conditions, products, and yield. This data is from the Open Reaction Database (ORD), a public repository of structured organic reaction records. As a reaction SMILES: [CH3:1][O:2][c:3]1[c:4](-[c:11]2[n:12]([CH2:17][CH:18]([CH3:19])[CH3:20])[c:13]([SH:16])[n:14][n:15]2)[cH:5][cH:6][c:7]([O:9][CH3:10])[cH:8]1.[CH3:21][CH2:22][OH:23]>>[CH3:1][O:2][c:3]1[c:4](-[c:11]2[n:12]([CH2:17][CH:18]([CH3:19])[CH3:20])[cH:13][n:14][n:15]2)[cH:5][cH:6][c:7]([O:9][CH3:10])[cH:8]1. Starting materials: COc1ccc(-c2nnc(S)n2CC(C)C)c(OC)c1, CCO. The product is COc1ccc(-c2nncn2CC(C)C)c(OC)c1.